From a dataset of the Open Reaction Database (ORD), a public repository of structured organic reaction records. describe an organic reaction: reactants, conditions, products, and yield Reactants: CC(=O)O, [Cl-], O=[N+]([O-])c1cccc2ncccc12, [Na+], OO. Product: O=[N+]([O-])c1cccc2c1ccc[n+]2[O-]. As a reaction SMILES: [CH3:16][C:17]([OH:18])=[O:19].[Cl-:14].[N+:1](=[O:2])([O-:3])[c:4]1[c:5]2[cH:6][cH:7][cH:8][n:9][c:10]2[cH:11][cH:12][cH:13]1.[Na+:15].[OH:20][OH:21]>>[N+:1](=[O:2])([O-:3])[c:4]1[c:5]2[cH:6][cH:7][cH:8][n+:9]([O-:18])[c:10]2[cH:11][cH:12][cH:13]1. Starting materials: [Br-], O=C([O-])O, CC1(C)CCCC(C)(C)N1O, CC(C)=O, CC(C)O, O=c1n(Cl)c(=O)n(Cl)c(=O)n1Cl, [Na+], [Na+], O=C1NCCN1CCO. The product is O=C(O)CN1CCNC1=O. RXN SMILES: [Br-:16].[C:10]([O-:11])(=[O:12])[OH:13].[CH3:17][C:18]1([CH3:27])[N:19]([O:20])[C:21]([CH3:22])([CH3:23])[CH2:24][CH2:25][CH2:26]1.[CH3:40][C:41](=[O:42])[CH3:43].[CH:44]([OH:45])([CH3:46])[CH3:47].[Cl:28][n:29]1[c:30](=[O:31])[n:32]([Cl:33])[c:34](=[O:35])[n:36]([Cl:37])[c:38]1=[O:39].[Na+:14].[Na+:15].[OH:1][CH2:2][CH2:3][N:4]1[C:5](=[O:9])[NH:6][CH2:7][CH2:8]1>>[O:1]=[C:2]([CH2:3][N:4]1[C:5](=[O:9])[NH:6][CH2:7][CH2:8]1)[OH:11]. The reactants are O=C1C(=CC(=NN1COCC[Si](C)(C)C)B(O)O)C1=NC2=C(N1COCC[Si](C)(C)C)C=CC=C2 (6-oxo-1-(2-trimethylsilanylethoxymethyl)-5-[1-(2-trimethylsilanyl-ethoxymethyl)-1H-benzimidazol-2-yl]-1,6-dihydropyridazine-3-boronic acid), N1C=NC=C1 (imidazole). The reagents and catalysts are C(C)(=O)[O-].[Cu+2].C(C)(=O)[O-] (copper(II) acetate). The solvent is N1=CC=CC=C1 (pyridine), O (water). Conditions: temperature 80 celsius, time 3 hour. Yields the product C[SiH](CCOCN1C(=NC2=C1C=CC=C2)C=2C(N(N=C(C2)N2C=NC=C2)COCC[Si](C)(C)C)=O)C (4-[1-(2-Dimethylsilanylethoxymethyl)-1H-benzimidazol-2-yl]-6-imidazol-1-yl-2-(2-trimethylsilanylethoxymethyl)-2H-pyridazin-3-one). RXN SMILES: [O:1]=[C:2]1[N:7]([CH2:8][O:9][CH2:10][CH2:11][Si:12]([CH3:15])([CH3:14])[CH3:13])[N:6]=[C:5](B(O)O)[CH:4]=[C:3]1[C:19]1[N:23]([CH2:24][O:25][CH2:26][CH2:27][Si:28]([CH3:31])([CH3:30])C)[C:22]2[CH:32]=[CH:33][CH:34]=[CH:35][C:21]=2[N:20]=1.[NH:36]1[CH:40]=[CH:39][N:38]=[CH:37]1>N1C=CC=CC=1.O.C([O-])(=O)C.[Cu+2].C([O-])(=O)C>[CH3:30][SiH:28]([CH3:31])[CH2:27][CH2:26][O:25][CH2:24][N:23]1[C:22]2[CH:32]=[CH:33][CH:34]=[CH:35][C:21]=2[N:20]=[C:19]1[C:3]1[C:2](=[O:1])[N:7]([CH2:8][O:9][CH2:10][CH2:11][Si:12]([CH3:14])([CH3:13])[CH3:15])[N:6]=[C:5]([N:36]2[CH:40]=[CH:39][N:38]=[CH:37]2)[CH:4]=1 |f:4.5.6|. Procedure: 100 mg of 6-oxo-1-(2-trimethylsilanylethoxymethyl)-5-[1-(2-trimethylsilanyl-ethoxymethyl)-1H-benzimidazol-2-yl]-1,6-dihydropyridazine-3-boronic acid (example 55), 35.5 mg of copper(II) acetate and 20 mg of imidazole are dissolved in dry pyridine, and the solution is stirred at 80° C. for 3 hours. For workup, it is diluted with 20 ml of water and extracted several times with ethyl acetate, the organic phases are dried using a silica gel cartridge, and the volatile components are distilled off. Th... The reactants are C(C)(C)C1CCC(CC1)OC=1C=C2C=CC(=CC2=CC1)CN1CCC(CC1)C(=O)OCC (Ethyl 1-((6-(4-isopropylcyclohexyloxy)naphthalen-2-yl)methyl)piperidine-4-carboxylate), [OH-].[Na+] (NaOH). The solvent is CCO (EtOH). Conditions: temperature 80 celsius, time 16 hour. Yields the product C(C)(C)C1CCC(CC1)OC=1C=C2C=CC(=CC2=CC1)CN1CCC(CC1)C(=O)O (1-((6-(4-isopropylcyclohexyloxy)naphthalen-2-yl)methyl)piperidine-4-carboxylic acid). Yield: 76.9%. Reaction SMILES: [CH:1]([CH:4]1[CH2:9][CH2:8][CH:7]([O:10][C:11]2[CH:12]=[C:13]3[C:18](=[CH:19][CH:20]=2)[CH:17]=[C:16]([CH2:21][N:22]2[CH2:27][CH2:26][CH:25]([C:28]([O:30]CC)=[O:29])[CH2:24][CH2:23]2)[CH:15]=[CH:14]3)[CH2:6][CH2:5]1)([CH3:3])[CH3:2].[OH-].[Na+]>CCO>[CH:1]([CH:4]1[CH2:5][CH2:6][CH:7]([O:10][C:11]2[CH:12]=[C:13]3[C:18](=[CH:19][CH:20]=2)[CH:17]=[C:16]([CH2:21][N:22]2[CH2:23][CH2:24][CH:25]([C:28]([OH:30])=[O:29])[CH2:26][CH2:27]2)[CH:15]=[CH:14]3)[CH2:8][CH2:9]1)([CH3:3])[CH3:2] |f:1.2|. Procedure: Ethyl 1-((6-(4-isopropylcyclohexyloxy)naphthalen-2-yl)methyl)piperidine-4-carboxylate (120 mg, 0.27 mmol) was dissolved in EtOH (5 mL). NaOH (55 mg, 1.4 mmol, 5 eq) was added in one portion at room temperature. The mixture was stirred at 80° C. for 16 h. Solvent was removed and the residue was dissolved in H2O (3 mL). 1 M aqueous HCl was added to adjust pH=7. The mixture was filtrated to give 1-((6-(4-isopropylcyclohexyloxy)naphthalen-2-yl)methyl)piperidine-4-carboxylic acid as a white solid (85...